This data is from the Open Reaction Database (ORD), a public repository of structured organic reaction records. The task is: describe an organic reaction: reactants, conditions, products, and yield Starting materials: CC1CN(CCC1)C=1OC(=C(N1)C(F)(F)F)C(=O)NC=1C=CC(=NC1)N1CC(N(CC1)CC=1C=C(C(=O)OC)C=CC1)=O (methyl 3-((4-(5-(2-(3-methylpiperidin-1-yl)-4-(trifluoromethyl)oxazole-5-carboxamido)pyridin-2-yl)-2-oxopiperazin-1-yl)methyl)benzoate), C1(=C(C=CC=C1)S(=O)(=O)Cl)C (o-tolylsulfonyl chloride). The product is C1(=C(C=CC=C1)S(=O)(=O)N1CCN(CC1)C1=CC=C(C=N1)NC(=O)C1=C(N=C(O1)N1CCCCC1)C(F)(F)F)C (N-[6-(4-(o-tolylsulfonyl)piperazin-1-yl)pyridin-3-yl]-2-(piperidin-1-yl)-4-(trifluoromethyl)oxazole-5-carboxamide). Reaction SMILES: C[CH:2]1[CH2:7][CH2:6][CH2:5][N:4]([C:8]2[O:9][C:10]([C:17]([NH:19][C:20]3[CH:21]=[CH:22][C:23]([N:26]4[CH2:31][CH2:30][N:29](CC5C=C(C=CC=5)C(OC)=O)[C:28](=O)[CH2:27]4)=[N:24][CH:25]=3)=[O:18])=[C:11]([C:13]([F:16])([F:15])[F:14])[N:12]=2)[CH2:3]1.[C:44]1([CH3:54])[CH:49]=[CH:48][CH:47]=[CH:46][C:45]=1[S:50](Cl)(=[O:52])=[O:51]>>[C:44]1([CH3:54])[CH:49]=[CH:48][CH:47]=[CH:46][C:45]=1[S:50]([N:29]1[CH2:28][CH2:27][N:26]([C:23]2[N:24]=[CH:25][C:20]([NH:19][C:17]([C:10]3[O:9][C:8]([N:4]4[CH2:3][CH2:2][CH2:7][CH2:6][CH2:5]4)=[N:12][C:11]=3[C:13]([F:15])([F:16])[F:14])=[O:18])=[CH:21][CH:22]=2)[CH2:31][CH2:30]1)(=[O:52])=[O:51]. Procedure details: Compound 9 was prepared by the general procedure for compound 8, by using intermediate C-3 and o-tolylsulfonyl chloride as starting materials. 1H NMR (400 MHz, DMSO-d6) δ 10.05 (s, 1H), 8.33 (d, 1H, J=2.6 Hz), 7.82 (m, 2H), 7.59 (m, 1H), 7.45 (m, 2H), 6.87 (d, 1H, J=9.2 Hz), 3.60 (br s, 4H), 3.55 (m, 4H), 3.12 (m, 4H), 2.59 (s, 3H), 1.60 (br s, 6H). LCMS (ESI) Rt=3.89 min, [M+1]+ 579.3.